This data is from the Open Reaction Database (ORD), a public repository of structured organic reaction records. The task is: describe an organic reaction: reactants, conditions, products, and yield Starting materials: [BH4-], CN1c2ccccc2S(=O)(=O)c2ccc(C(CC3CCC(=O)CC3)C(=O)Nc3ccn(C)n3)cc21, CO, [Na+]. Product: CN1c2ccccc2S(=O)(=O)c2ccc(C(CC3CCC(O)CC3)C(=O)Nc3ccn(C)n3)cc21. As a reaction SMILES: [BH4-:36].[CH3:1][N:2]1[c:3]2[cH:4][cH:5][cH:6][cH:7][c:8]2[S:9](=[O:34])(=[O:35])[c:10]2[cH:11][cH:12][c:13]([CH:16]([C:17](=[O:18])[NH:19][c:20]3[n:21][n:22]([CH3:25])[cH:23][cH:24]3)[CH2:26][CH:27]3[CH2:28][CH2:29][C:30](=[O:33])[CH2:31][CH2:32]3)[cH:14][c:15]21.[CH3:38][OH:39].[Na+:37]>>[CH3:1][N:2]1[c:3]2[cH:4][cH:5][cH:6][cH:7][c:8]2[S:9](=[O:34])(=[O:35])[c:10]2[cH:11][cH:12][c:13]([CH:16]([C:17](=[O:18])[NH:19][c:20]3[n:21][n:22]([CH3:25])[cH:23][cH:24]3)[CH2:26][CH:27]3[CH2:28][CH2:29][CH:30]([OH:33])[CH2:31][CH2:32]3)[cH:14][c:15]21. The reactants are FC1=NC=CC=C1 (2-fluoropyridine), C(C)(C)NC(C)C (diisopropylamine), O1CCCC1 (tetrahydrofuran), solution, C(CCC)[Li] (n-butyllithium), compound, C1CCOC1 (THF). The solvent is CCCCCC (hexane). Conditions: temperature -78 celsius, time 5 minute. Yields the product FC1=NC=CC=C1C(CCC1=CC=CC=C1)=O (1-(2-Fluoro-3-pyridinyl)-3-phenyl-1-propanone). Isolated yield 23.0%. RXN SMILES: C(N[CH:5]([CH3:7])[CH3:6])(C)C.[CH2:8]([Li])[CH2:9][CH2:10]C.[F:13][C:14]1[CH:19]=[CH:18][CH:17]=[CH:16][N:15]=1.[O:20]1C[CH2:23][CH2:22][CH2:21]1>CCCCCC>[F:13][C:14]1[C:19]([C:21](=[O:20])[CH2:22][CH2:23][C:6]2[CH:5]=[CH:7][CH:10]=[CH:9][CH:8]=2)=[CH:18][CH:17]=[CH:16][N:15]=1. Procedure: A solution of 2.33 mL (1.99 grams, 17.8 mmol) of diisopropylamine in 30 mL of tetrahydrofuran was cooled to −78° C. and treated dropwise with 7.12 mL (17.8 mmol) of a solution of 2.5 M n-butyllithium in hexane. When the addition was complete, the mixture was stirred for 5 minutes at −78° C. and treated dropwise with 1.53 mL (1.36 grams, 17.8 mmol) of freshly distilled 2-fluoropyridine. After the addition was complete, the yellow mixture was stirred for 15 minutes at −78° and treated dropwise wit... Starting materials: C(C)(C)(C)OC(=O)CNC(C(=O)O)CC1=CC2=CC=CC=C2C=C1 (2-(tert Butoxycarbonylmethylamino)-3-(2-naphthyl)propionic acid), C(C)(C)NC(C)C (Diisopropylamine), ON1N=NC2=C1N=CC=C2 (1-Hydroxy-7-azabenzotriazol), Cl.CN(CCCN=C=NCC)C (N-(3-dimethylaminopropyl)-N′-ethylcarbodiimide hydrochloride), CNC([C@@H](CC=1SC=CC1)NC)=O ((2R)-N-Methyl-2-methylamino-3-(thiophen-2-yl)propionamide), CNC(C(CC=1SC=CC1)NC)=O (N-Methyl-2-methylamino-3-(thiophen-2-yl)propionamide), O (water). Run in C(Cl)Cl (methylene chloride), C(Cl)Cl (methylene chloride), C(Cl)Cl (Methylene chloride). Conditions: time 15 minute. Yields the product C(C)(C)(C)OC(N([C@H](CC1=CC2=CC=CC=C2C=C1)C(N([C@H](CC=1SC=CC1)C(NC)=O)C)=O)C)=O (N-methyl-N-((1R)-1-(N-methyl-N-((1R)-1-(methylcarbamoyl)-2-(thiophen-2-yl)ethyl)carbamoyl)-2-(2-naphthyl)ethyl) carbamic acid tert butylester). Reaction SMILES: C(OC([CH2:8][NH:9][CH:10]([CH2:14][C:15]1[CH:24]=[CH:23][C:22]2[C:17](=[CH:18][CH:19]=[CH:20][CH:21]=2)[CH:16]=1)[C:11]([OH:13])=O)=O)(C)(C)C.ON1C2N=C[CH:33]=[CH:34][C:29]=2N=N1.Cl.CN(C)CCCN=C=NCC.[CH3:47][NH:48][C:49](=[O:59])[C@H:50]([NH:57][CH3:58])[CH2:51][C:52]1[S:53][CH:54]=[CH:55][CH:56]=1.CN[C:62](=[O:72])C(NC)CC1SC=CC=1.[CH:73](NC(C)C)(C)C.[OH2:80]>C(Cl)Cl>[C:34]([O:80][C:62](=[O:72])[N:9]([CH3:8])[C@@H:10]([C:11](=[O:13])[N:57]([CH3:58])[C@@H:50]([C:49](=[O:59])[NH:48][CH3:47])[CH2:51][C:52]1[S:53][CH:54]=[CH:55][CH:56]=1)[CH2:14][C:15]1[CH:24]=[CH:23][C:22]2[C:17](=[CH:18][CH:19]=[CH:20][CH:21]=2)[CH:16]=1)([CH3:33])([CH3:29])[CH3:73] |f:2.3|. Reported procedure: 2-(tert Butoxycarbonylmethylamino)-3-(2-naphthyl)propionic acid (1.20 g; 3.55 mmol) was dissolved in methylene chloride (10 ml). 1-Hydroxy-7-azabenzotriazol (0.48 g ;3.55 mmol) and N-(3-dimethylaminopropyl)-N′-ethylcarbodiimide hydrochloride (0.75 g; 3.90 mmol) were added. The reaction mixture was stirred for 15 min at room temperature. 2R)-N-Methyl-2-methylamino-3-(thiophen-2-yl)propionamide (0.70 g; 3.55 mmol) was dissolved in methylene chloride (10 ml) and added. Diisopropylamine (0.61 ml; 3.... Reaction SMILES: [Cl-:1].[Cl:2][c:3]1[cH:4][cH:5][c:6]2[c:7]([cH:8][c:9]([CH:11]([C:12](=[O:13])[OH:14])[CH:15]([CH3:16])[CH3:17])[s:10]2)[cH:18]1.[F:19][c:20]1[cH:21][cH:22][c:23]([CH2:24][c:25]2[c:26]([CH2:30][OH:31])[nH:27][cH:28][cH:29]2)[cH:32][cH:33]1>>[Cl:2][c:3]1[cH:4][cH:5][c:6]2[c:7]([cH:8][c:9]([CH:11]([C:12](=[O:13])[O:14][CH2:30][c:26]3[c:25]([CH2:24][c:23]4[cH:22][cH:21][c:20]([F:19])[cH:33][cH:32]4)[cH:29][cH:28][nH:27]3)[CH:15]([CH3:16])[CH3:17])[s:10]2)[cH:18]1. The reactants are [Cl-], CC(C)C(C(=O)O)c1cc2cc(Cl)ccc2s1, OCc1[nH]ccc1Cc1ccc(F)cc1. The product is CC(C)C(C(=O)OCc1[nH]ccc1Cc1ccc(F)cc1)c1cc2cc(Cl)ccc2s1.